Dataset: the Open Reaction Database (ORD), a public repository of structured organic reaction records. Task: describe an organic reaction: reactants, conditions, products, and yield Reactants: CCO, CCOC(C)=O, [Cl-], [Fe], CC(C)(C)OC(=O)NC(COc1ccc([N+](=O)[O-])c(N)c1)c1ccccc1, [NH4+], O. RXN SMILES: [CH3:31][CH2:32][OH:33].[CH3:35][CH2:36][O:37][C:38](=[O:39])[CH3:40].[Cl-:29].[Fe:34].[NH2:1][c:2]1[cH:3][c:4]([O:5][CH2:6][CH:7]([c:8]2[cH:9][cH:10][cH:11][cH:12][cH:13]2)[NH:14][C:15]([O:16][C:17]([CH3:18])([CH3:19])[CH3:20])=[O:21])[cH:22][cH:23][c:24]1[N+:25]([O-:26])=[O:27].[NH4+:30].[OH2:28]>>[NH2:1][c:2]1[cH:3][c:4]([O:5][CH2:6][CH:7]([c:8]2[cH:9][cH:10][cH:11][cH:12][cH:13]2)[NH:14][C:15]([O:16][C:17]([CH3:18])([CH3:19])[CH3:20])=[O:21])[cH:22][cH:23][c:24]1[NH2:25]. Yields the product CC(C)(C)OC(=O)NC(COc1ccc(N)c(N)c1)c1ccccc1.